From a dataset of the Open Reaction Database (ORD), a public repository of structured organic reaction records. describe an organic reaction: reactants, conditions, products, and yield Starting materials: CCC(C)(Cl)CC, CC(CCl)Cc1ccccc1, ClC(Cl)Cl, Cl[Fe](Cl)Cl, O. Yields the product CCC(C)(CC)c1ccc(CC(C)CCl)cc1. As a reaction SMILES: [CH3:1][C:2]([CH2:3][CH3:4])([CH2:5][CH3:6])[Cl:7].[CH3:8][CH:9]([CH2:10][Cl:11])[CH2:12][c:13]1[cH:14][cH:15][cH:16][cH:17][cH:18]1.[Cl:20][CH:21]([Cl:22])[Cl:23].[Cl:24][Fe:25]([Cl:26])[Cl:27].[OH2:19]>>[CH3:1][C:2]([CH2:3][CH3:4])([CH2:5][CH3:6])[c:16]1[cH:15][cH:14][c:13]([CH2:12][CH:9]([CH3:8])[CH2:10][Cl:11])[cH:18][cH:17]1. The reactants are CC1=CC=C(C=C1)C1=C(C=NO1)C(=O)Cl (5-(4-methylphenyl)isoxazole-4-carbonyl chloride), O1C(=CC2=C1C=CC=C2)[C@H]2[C@@H](CNC2)C(=O)OCC (ethyl (±)-trans-4-(1-benzofuran-2-yl)pyrrolidine-3-carboxylate). Solvent: ClCCl (dichloromethane). Reaction conditions: time 1 hour. Yields the product O1C(=CC2=C1C=CC=C2)[C@H]2[C@@H](CN(C2)C(=O)C=2C=NOC2C2=CC=C(C=C2)C)C(=O)OCC (Ethyl (±)-trans-4-(1-benzofuran-2-yl)-1-{[5-(4-methylphenyl)isoxazol-4-yl]carbonyl}pyrrolidine-3-carboxylate). Reaction SMILES: [CH3:1][C:2]1[CH:7]=[CH:6][C:5]([C:8]2[O:12][N:11]=[CH:10][C:9]=2[C:13](Cl)=[O:14])=[CH:4][CH:3]=1.[O:16]1[C:20]2[CH:21]=[CH:22][CH:23]=[CH:24][C:19]=2[CH:18]=[C:17]1[C@@H:25]1[CH2:29][NH:28][CH2:27][C@H:26]1[C:30]([O:32][CH2:33][CH3:34])=[O:31]>ClCCl>[O:16]1[C:20]2[CH:21]=[CH:22][CH:23]=[CH:24][C:19]=2[CH:18]=[C:17]1[C@@H:25]1[CH2:29][N:28]([C:13]([C:9]2[CH:10]=[N:11][O:12][C:8]=2[C:5]2[CH:6]=[CH:7][C:2]([CH3:1])=[CH:3][CH:4]=2)=[O:14])[CH2:27][C@H:26]1[C:30]([O:32][CH2:33][CH3:34])=[O:31]. Reported procedure: To 5-(4-methylphenyl)isoxazole-4-carbonyl chloride (10 mg, 0.045 mmol) in dichloromethane (1 mL) was added ethyl (±)-trans-4-(1-benzofuran-2-yl)pyrrolidine-3-carboxylate (13 mg, 0.050 mmol, 1.1 equ.), and the reaction mixture was stirred for 1 h. The solvent was removed, and the residue was purified by preparative reverse-phase HPLC to give the title compound. HRMS (ESI, pos. ion) m/z calcd for C26H24N2O5: 444.1685, found 444.1693. Reactants: COc1c2c(c(OC)c(OC)c1OC)CCC(CCOS(C)(=O)=O)CC2, CC(C)=O, [I-], [Na+], O. Product: COc1c2c(c(OC)c(OC)c1OC)CCC(CCI)CC2. As a reaction SMILES: [CH3:1][S:2]([O:3][CH2:6][CH2:7][CH:8]1[CH2:9][CH2:10][c:11]2[c:12]([c:15]([O:25][CH3:26])[c:16]([O:23][CH3:24])[c:17]([O:21][CH3:22])[c:18]2[O:19][CH3:20])[CH2:13][CH2:14]1)(=[O:4])=[O:5].[CH3:29][C:30](=[O:31])[CH3:32].[I-:28].[Na+:27].[OH2:33]>>[CH2:6]([CH2:7][CH:8]1[CH2:9][CH2:10][c:11]2[c:12]([c:15]([O:25][CH3:26])[c:16]([O:23][CH3:24])[c:17]([O:21][CH3:22])[c:18]2[O:19][CH3:20])[CH2:13][CH2:14]1)[I:28]. Run at time 2 hour. Yield: 90.0%. The solvent is CCOCC (Et2O), CCOC(=O)C (EtOAc), O (H2O). Procedure: A mixture of methanesulfonic acid 6-tert-butoxycarbonylamino-pyridin-3-ylmethyl ester (Step 26.3) (0.8 g, 2.6 mmol), N-ethylpiperazine (0.37 mL, 2.9 mmol, 1.1 equiv), cesium carbonate (1 g, 3.2 mmol, 1.2 equiv), and DMF (10 ml) was stirred for 2 h at rt, diluted with EtOAc and H2O, and extracted with EtOAc. The organic phase was washed with H2O and brine, dried (Na2SO4), filtered and concentrated to provide a yellow solid. Trituration in Et2O afforded 0.75 g of the title compound as a white soli... As a reaction SMILES: [C:1]([O:5][C:6]([NH:8][C:9]1[N:14]=[CH:13][C:12]([CH2:15]OS(C)(=O)=O)=[CH:11][CH:10]=1)=[O:7])([CH3:4])([CH3:3])[CH3:2].[CH2:21]([N:23]1[CH2:28][CH2:27][NH:26][CH2:25][CH2:24]1)[CH3:22].C(=O)([O-])[O-].[Cs+].[Cs+].CN(C=O)C>CCOC(C)=O.O.CCOCC>[C:1]([O:5][C:6](=[O:7])[NH:8][C:9]1[CH:10]=[CH:11][C:12]([CH2:15][N:26]2[CH2:27][CH2:28][N:23]([CH2:21][CH3:22])[CH2:24][CH2:25]2)=[CH:13][N:14]=1)([CH3:4])([CH3:3])[CH3:2] |f:2.3.4|. Reactants: C(C)(C)(C)OC(=O)NC1=CC=C(C=N1)COS(=O)(=O)C (methanesulfonic acid 6-tert-butoxycarbonylamino-pyridin-3-ylmethyl ester), C(C)N1CCNCC1 (N-ethylpiperazine), C([O-])([O-])=O.[Cs+].[Cs+] (cesium carbonate), CN(C)C=O (DMF). Yields the product C(C)(C)(C)OC(NC1=NC=C(C=C1)CN1CCN(CC1)CC)=O ([5-(4-Ethyl-piperazin-1-ylmethyl)-pyridin-2-yl]carbamic acid tert-butyl ester). The reactants are C1(CCCCC1)N=C=NC1CCCCC1 (N,N'-dicyclohexylcarbodiimide), C(C1=CC=CC=C1)OC(=O)NC(CC(C)C)C(=O)O (N-benzyloxycarbonyl-DL-leucine), NC=1SC=NN1 (2-amino-1,3,4-thiadiazole). Run in O1CCOCC1 (dioxane), O1CCOCC1 (dioxane). Run at time 24 hour. The product is C(C1=CC=CC=C1)OC(=O)NC(CC(C)C)C(=O)NC=1SC=NN1 (2-(N-benzyloxycarbonyl-DL-leucylamino)-1,3,4-thiadiazole). The yield is 60.7%. Reaction SMILES: [CH2:1]([O:8][C:9]([NH:11][CH:12]([C:17]([OH:19])=O)[CH2:13][CH:14]([CH3:16])[CH3:15])=[O:10])[C:2]1[CH:7]=[CH:6][CH:5]=[CH:4][CH:3]=1.[NH2:20][C:21]1[S:22][CH:23]=[N:24][N:25]=1.C1(N=C=NC2CCCCC2)CCCCC1>O1CCOCC1>[CH2:1]([O:8][C:9]([NH:11][CH:12]([C:17]([NH:20][C:21]1[S:22][CH:23]=[N:24][N:25]=1)=[O:19])[CH2:13][CH:14]([CH3:16])[CH3:15])=[O:10])[C:2]1[CH:7]=[CH:6][CH:5]=[CH:4][CH:3]=1. Procedure details: 26.5 g of N-benzyloxycarbonyl-DL-leucine and 10 g of 2-amino-1,3,4-thiadiazole were dissolved in 80 ml of dioxane, to which was added dropwise 20 ml of a dioxane solution of 20.6 g of N,N'-dicyclohexylcarbodiimide, followed by stirring at room temperature for 24 hours. The solvent was removed from the reaction solution by distillation under reduced pressure, and the residue was recrystallized from diluted ethanol to obtain 20.9 g (yield: 56%) of 2-(N-benzyloxycarbonyl-DL-leucylamino)-1,3,4-thiad... Starting materials: [OH-].[Na+] (sodium hydroxide), C1(=CC=CC=C1)C=1N=CNC1C1=CC=C(C=C1)SC (4-phenyl-5-(4-methylthiophenyl)-1H-imidazole), ClC(C(=O)O)Cl (dichloroacetic acid), C(=C)OCC (ethyl vinyl ether). Solvent: C1(=CC=CC=C1)C (toluene). Product: C1(=CC=CC=C1)C=1N=CN(C1C1=CC=C(C=C1)SC)C(C)OCC (4-Phenyl-5-(4-methylthiophenyl)-1-(α-ethoxyethyl)imidazole). Yield: 100.5%. As a reaction SMILES: [C:1]1([C:7]2[N:8]=[CH:9][NH:10][C:11]=2[C:12]2[CH:17]=[CH:16][C:15]([S:18][CH3:19])=[CH:14][CH:13]=2)[CH:6]=[CH:5][CH:4]=[CH:3][CH:2]=1.ClC(Cl)C(O)=O.[CH:26]([O:28][CH2:29][CH3:30])=[CH2:27].[OH-].[Na+]>C1(C)C=CC=CC=1>[C:1]1([C:7]2[N:8]=[CH:9][N:10]([CH:26]([O:28][CH2:29][CH3:30])[CH3:27])[C:11]=2[C:12]2[CH:13]=[CH:14][C:15]([S:18][CH3:19])=[CH:16][CH:17]=2)[CH:2]=[CH:3][CH:4]=[CH:5][CH:6]=1 |f:3.4|. Reported procedure: A mixture of 12.0 g (0.045 mole) of 4-phenyl-5-(4-methylthiophenyl)-1H-imidazole, 6.7 g (0.052 mole) of dichloroacetic acid and 24.6 g (0.34 mole) of ethyl vinyl ether in 485 ml of toluene was heated at reflux for 3 hours. The reaction mixture was cooled to room temperature and was then stirred overnight with 130 ml of 25% aqueous sodium hydroxide. The organic layer was separated and the aqueous layer was extracted with ether (2X). The organic fractions were combined, washed with brine and dried... Starting materials: CCO, Cl, COCC(=O)NC1CCOc2ccccc21. Yields the product Cl, NC1CCOc2ccccc21. RXN SMILES: [CH3:18][CH2:19][OH:20].[ClH:17].[O:1]1[CH2:2][CH2:3][CH:4]([NH:11][C:12](=[O:13])[CH2:14][O:15][CH3:16])[c:5]2[cH:6][cH:7][cH:8][cH:9][c:10]21>>[ClH:17].[O:1]1[CH2:2][CH2:3][CH:4]([NH2:11])[c:5]2[cH:6][cH:7][cH:8][cH:9][c:10]21.